Dataset: the Open Reaction Database (ORD), a public repository of structured organic reaction records. Task: describe an organic reaction: reactants, conditions, products, and yield The reactants are Example 1 ( g ), ClCC1=C(C2=CC=CC=C2C(=C1)OC)OC (2-chloromethyl-1,4-dimethoxy-naphthalene), C(C=C)OC1=CC=C(C=C1)C1C(CN(CC1)C(=O)OC(C)(C)C)O (tert-butyl (3RS,4RS)-4-(4-allyloxy-phenyl)-3-hydroxy-piperidine-1-carboxylate), Example 86 ( b ). Yields the product C(C=C)OC1=CC=C(C=C1)C1C(CN(CC1)C(=O)OC(C)(C)C)OCC1=C(C2=CC=CC=C2C(=C1)OC)OC (tert-butyl (3RS,4RS)-4-(4-allyloxy-phenyl)-3-(1,4-dimethoxy-naphthalen-2-ylmethoxy)-piperidine-1-carboxylate). Reaction SMILES: [CH2:1]([O:4][C:5]1[CH:10]=[CH:9][C:8]([CH:11]2[CH2:16][CH2:15][N:14]([C:17]([O:19][C:20]([CH3:23])([CH3:22])[CH3:21])=[O:18])[CH2:13][CH:12]2[OH:24])=[CH:7][CH:6]=1)[CH:2]=[CH2:3].Cl[CH2:26][C:27]1[CH:36]=[C:35]([O:37][CH3:38])[C:34]2[C:29](=[CH:30][CH:31]=[CH:32][CH:33]=2)[C:28]=1[O:39][CH3:40]>>[CH2:1]([O:4][C:5]1[CH:6]=[CH:7][C:8]([CH:11]2[CH2:16][CH2:15][N:14]([C:17]([O:19][C:20]([CH3:23])([CH3:22])[CH3:21])=[O:18])[CH2:13][CH:12]2[O:24][CH2:26][C:27]2[CH:36]=[C:35]([O:37][CH3:38])[C:34]3[C:29](=[CH:30][CH:31]=[CH:32][CH:33]=3)[C:28]=2[O:39][CH3:40])=[CH:9][CH:10]=1)[CH:2]=[CH2:3]. Reported procedure: (a) In an analogous manner to that described in Example 1 (g), by alkylating tert-butyl (3RS,4RS)-4-(4-allyloxy-phenyl)-3-hydroxy-piperidine-1-carboxylate [Example 86 (b)] with 2-chloromethyl-1,4-dimethoxy-naphthalene [J.Org.Chem. (1983), 48(19),3265-3268) there was obtained tert-butyl (3RS,4RS)-4-(4-allyloxy-phenyl)-3-(1,4-dimethoxy-naphthalen-2-ylmethoxy)-piperidine-1-carboxylate as a pale yellow solid; MS: 534 (M+H)+. The reactants are CC(=O)O, CCOC(=O)C(C)Oc1ccc(N(C)c2cc3ccc(F)cc3c(Cl)n2)cc1, [Zn]. Yields the product CCOC(=O)C(C)Oc1ccc(N(C)c2cc3ccc(F)cc3cn2)cc1. RXN SMILES: [CH3:29][C:30](=[O:31])[OH:32].[Cl:1][c:2]1[n:3][c:4]([N:13]([CH3:14])[c:15]2[cH:16][cH:17][c:18]([O:19][CH:20]([C:21](=[O:22])[O:23][CH2:24][CH3:25])[CH3:26])[cH:27][cH:28]2)[cH:5][c:6]2[cH:7][cH:8][c:9]([F:12])[cH:10][c:11]12.[Zn:33]>>[cH:2]1[n:3][c:4]([N:13]([CH3:14])[c:15]2[cH:16][cH:17][c:18]([O:19][CH:20]([C:21](=[O:22])[O:23][CH2:24][CH3:25])[CH3:26])[cH:27][cH:28]2)[cH:5][c:6]2[cH:7][cH:8][c:9]([F:12])[cH:10][c:11]12. The reactants are C(C)(=O)SC1/C(/CN(CC1)C(C1=CC=CC=C1)(C1=CC=CC=C1)C1=CC=CC=C1)=C/C1=NN(C=N1)CC(=O)OC ((E)-4-(acetylsulfanyl)-3-{[1-(methoxycarbonylmethyl)-1H-1,2,4-triazol-3-yl]methylidene}-1-(triphenylmethyl)piperidine), FC(C(=O)O)(F)F (trifluoroacetic acid). Run in ClCCl (dichloromethane). Product: FC(C(=O)O)(F)F.C(C)(=O)SC1/C(/CNCC1)=C/C1=NN(C=N1)CC(=O)OC ((E)-4-(Acetylsulfanyl)-3-{[1-(methoxycarbonylmethyl)-1H-1,2,4-triazol-3-yl]methylidene}piperidine hydrogen trifluoroacetate). Isolated yield 54.0%. RXN SMILES: [C:1]([S:4][CH:5]1[CH2:10][CH2:9][N:8](C(C2C=CC=CC=2)(C2C=CC=CC=2)C2C=CC=CC=2)[CH2:7]/[C:6]/1=[CH:30]\[C:31]1[N:35]=[CH:34][N:33]([CH2:36][C:37]([O:39][CH3:40])=[O:38])[N:32]=1)(=[O:3])[CH3:2].[F:41][C:42]([F:47])([F:46])[C:43]([OH:45])=[O:44]>ClCCl>[F:41][C:42]([F:47])([F:46])[C:43]([OH:45])=[O:44].[C:1]([S:4][CH:5]1[CH2:10][CH2:9][NH:8][CH2:7]/[C:6]/1=[CH:30]\[C:31]1[N:35]=[CH:34][N:33]([CH2:36][C:37]([O:39][CH3:40])=[O:38])[N:32]=1)(=[O:3])[CH3:2] |f:3.4|. Procedure: Following a procedure similar to that described in Example 132-(f), (E)-4-(acetylsulfanyl)-3-{[1-(methoxycarbonylmethyl)-1H-1,2,4-triazol-3-yl]methylidene}-1-(triphenylmethyl)piperidine obtained in Example 166-(c) was treated with trifluoroacetic acid in dichloromethane and the crude product was purified by silica gel chromatography using dichloromethane and methanol (20:1 to 10:1) as an eluent to afford the title compound (860 mg, yield: 54%) as a yellow amorphous solid.